From a dataset of the Open Reaction Database (ORD), a public repository of structured organic reaction records. describe an organic reaction: reactants, conditions, products, and yield Starting materials: COc1cc(C=CC(=O)O)ccc1OC(C)=O, Cc1ccccc1, CN(C)C=O, O=C(Cl)C(=O)Cl. The product is COc1cc(C=CC(=O)Cl)ccc1OC(C)=O. Reaction SMILES: [C:1]([CH3:2])(=[O:3])[O:4][c:5]1[c:6]([O:16][CH3:17])[cH:7][c:8]([CH:11]=[CH:12][C:13](=[O:14])[OH:15])[cH:9][cH:10]1.[CH3:24][c:25]1[cH:26][cH:27][cH:28][cH:29][cH:30]1.[CH3:31][N:32]([CH3:33])[CH:34]=[O:35].[Cl:18][C:19]([C:20]([Cl:21])=[O:22])=[O:23]>>[C:1]([CH3:2])(=[O:3])[O:4][c:5]1[c:6]([O:16][CH3:17])[cH:7][c:8]([CH:11]=[CH:12][C:13](=[O:14])[Cl:18])[cH:9][cH:10]1. Starting materials: [Li+].C[Si](C)(C)[N-][Si](C)(C)C (LHMDS), FC(C=1C(=NC=CC1)N1CC(NCC1)=O)(F)F (4-(3-(trifluoromethyl)pyridin-2-yl)piperazin-2-one), ClC=1C=CC2=C(C(=C(S2)S(=O)(=O)Cl)C)C1 (5-chloro-3-methyl-2-benzothiophene sulfonyl chloride). Run in C1CCOC1 (THF), C1CCOC1 (THF). Reaction conditions: temperature -78 celsius, time 2 hour. Product: ClC=1C=CC2=C(C(=C(S2)S(=O)(=O)N2C(CN(CC2)C2=NC=CC=C2C(F)(F)F)=O)C)C1 (1-[(5-chloro-3-methyl-1-benzothien-2-yl)sulfonyl]-4-[3-(trifluoromethyl)pyridin-2-yl]piperazin-2-one). Isolated yield 3.5%. As a reaction SMILES: [F:1][C:2]([F:17])([F:16])[C:3]1[C:4]([N:9]2[CH2:14][CH2:13][NH:12][C:11](=[O:15])[CH2:10]2)=[N:5][CH:6]=[CH:7][CH:8]=1.[Li+].C[Si]([N-][Si](C)(C)C)(C)C.[Cl:28][C:29]1[CH:30]=[CH:31][C:32]2[S:36][C:35]([S:37](Cl)(=[O:39])=[O:38])=[C:34]([CH3:41])[C:33]=2[CH:42]=1>C1COCC1>[Cl:28][C:29]1[CH:30]=[CH:31][C:32]2[S:36][C:35]([S:37]([N:12]3[CH2:13][CH2:14][N:9]([C:4]4[C:3]([C:2]([F:1])([F:16])[F:17])=[CH:8][CH:7]=[CH:6][N:5]=4)[CH2:10][C:11]3=[O:15])(=[O:39])=[O:38])=[C:34]([CH3:41])[C:33]=2[CH:42]=1 |f:1.2|. Reported procedure: A solution of 4-(3-(trifluoromethyl)pyridin-2-yl)piperazin-2-one (150 mg, 0.61 mmol) in anhydrous THF (2.0 mL) was cooled to −78° C., followed by drop-wise addition of LHMDS (0.92 mL, 0.92 mmol (1.0 Min THF)). The reaction was allowed to stir five minutes after which a solution of 5-chloro-3-methyl-2-benzothiophene sulfonyl chloride in anhydrous THF (221 mg, 0.79 mmol in 1 mL) was added drop-wise. The reaction mixture was allowed to stir at −78° C. for approximately two hours, after which it was... Starting materials: CC(C)=CN(C1=CC=CC=C1)CC(C)C (N-(2-methylprop-2-en-3-yl)-N-isobutylaniline), C1(=CC(=CC=C1)C)C (m-xylene). Reagents/catalysts: [Cl-].[Zn+2].[Cl-] (zinc chloride). The solvent is ClCCl (dichloromethane). Yields the product CC1(N(C2=CC=CC=C2C1)CC(C)C)C (2,2-dimethyl N-isobutylindoline). Isolated yield 71.4%. RXN SMILES: [CH3:1][C:2](=[CH:4][N:5](CC(C)C)[C:6]1[CH:11]=CC=C[CH:7]=1)[CH3:3].[C:16]1([CH3:23])[CH:21]=[CH:20][CH:19]=[C:18](C)[CH:17]=1>ClCCl.[Cl-].[Zn+2].[Cl-]>[CH3:7][C:6]1([CH3:11])[CH2:23][C:16]2[C:17](=[CH:18][CH:19]=[CH:20][CH:21]=2)[N:5]1[CH2:4][CH:2]([CH3:3])[CH3:1] |f:3.4.5|. Reported procedure: A mixture of N-(2-methylprop-2-en-3-yl)-N-isobutylaniline (6.1 g) and zinc chloride (3.9 g) in m-xylene (50 cm3) was heated under reflux for 24 hours before dissolving in dichloromethane and filtering. The dichloromethane solution was washed with water, separated and dried over anhydrous magnesium sulphate. The magnesium sulphate was removed by filtration and the dichloromethane was separated to leave a crude oil which was purified by elution from silica with a 9:1 mixture of hexane:dichlorometh... The reactants are CN1CCNCC1, COC(=O)c1ccc(F)cc1C, CS(C)=O, ClCCl, [K+], [K+], O=C([O-])[O-]. Yields the product COC(=O)c1ccc(N2CCN(C)CC2)cc1C. Reaction SMILES: [CH3:13][N:14]1[CH2:15][CH2:16][NH:17][CH2:18][CH2:19]1.[CH3:1][O:2][C:3]([c:4]1[c:5]([CH3:11])[cH:6][c:7]([F:10])[cH:8][cH:9]1)=[O:12].[CH3:26][S:27]([CH3:28])=[O:29].[Cl:30][CH2:31][Cl:32].[K+:20].[K+:21].[O-:22][C:23]([O-:24])=[O:25]>>[CH3:1][O:2][C:3]([c:4]1[c:5]([CH3:11])[cH:6][c:7]([N:17]2[CH2:16][CH2:15][N:14]([CH3:13])[CH2:19][CH2:18]2)[cH:8][cH:9]1)=[O:12]. The reactants are C(CC)N=C=O (n-propyl isocyanate), C(C)(C)N1N=C(C=C1)O (1-isopropylhydroxy-pyrazole), CC(=O)C (acetone). The reagents and catalysts are C(C)N(CC)CC (triethylamine). Run at temperature 40 celsius, time 4 hour. Product: C(CC)NC(OC=1C=NN(C1)C(C)C)=O (1-isopropyl-pyrazol-4-yl N-n-propylcarbamate). The yield is 95.0%. Reaction SMILES: [CH2:1]([N:4]=[C:5]=[O:6])[CH2:2][CH3:3].[CH:7]([N:10]1[CH:14]=[CH:13][C:12](O)=[N:11]1)([CH3:9])[CH3:8].CC(C)=[O:18]>C(N(CC)CC)C>[CH2:1]([NH:4][C:5](=[O:18])[O:6][C:13]1[CH:12]=[N:11][N:10]([CH:7]([CH3:9])[CH3:8])[CH:14]=1)[CH2:2][CH3:3]. Reported procedure: 8.5 g (0.1 mol) of n-propyl isocyanate were added dropwise to a solution of 12.6 g (0.1 mol) of 1-isopropylhydroxy-pyrazole and 3 drops of triethylamine in 50 ml of acetone. The reaction mixture was then further stirred for 4 hours at 40° C. and the solvent was distilled off in vacuo. 20 g (95% of theory) of 1-isopropyl-pyrazol-4-yl N-n-propylcarbamate were obtained as a brown oil with a refractive index of nD22 =1.4885.